Dataset: the Open Reaction Database (ORD), a public repository of structured organic reaction records. Task: describe an organic reaction: reactants, conditions, products, and yield Reactants: ClCC1=NC(=NC(=C1)O)C (4-Chloromethyl-6-hydroxy-2-methyl-pyrimidine), CN(C(=S)Cl)C (N,N-dimethylthiocarbamoyl chloride). Yields the product CN(C(OC1=CC(=NC(=N1)C)CCl)=S)C (4-chloromethyl-2-methyl-6-pyrimidinyl N,N-dimethylthiocarbamate). RXN SMILES: [Cl:1][CH2:2][C:3]1[CH:8]=[C:7]([OH:9])[N:6]=[C:5]([CH3:10])[N:4]=1.[CH3:11][N:12]([CH3:16])[C:13](Cl)=[S:14]>>[CH3:11][N:12]([CH3:16])[C:13](=[S:14])[O:9][C:7]1[N:6]=[C:5]([CH3:10])[N:4]=[C:3]([CH2:2][Cl:1])[CH:8]=1. Procedure details: 4-Chloromethyl-6-hydroxy-2-methyl-pyrimidine is reacted with N,N-dimethylthiocarbamoyl chloride analogously to the process described in Example 86 in order to produce 4-chloromethyl-2-methyl-6-pyrimidinyl N,N-dimethylthiocarbamate which is required as the starting material in Example 30. This product is obtained in the form of a yellow oil. Yield: 41.7%. Reactants: COC(C1=C(C=C(C=C1Cl)Cl)NC(C(C)C1=CC=C(C=C1)OC)=O)=O (4,6-dichloro-2-[2-(4-methoxy-phenyl)-propionylamino]-benzoic acid methyl ester), [Li+].C[Si](C)(C)[N-][Si](C)(C)C (LiHMDS), CCCCCC (n-hexane). Solvent: CCOC(=O)C (EtOAc). Procedure details: The objective compound was prepared by the same procedure for the example 1, using a 4,6-dichloro-2-[2-(4-methoxy-phenyl)-propionylamino]-benzoic acid methyl ester (1.44 g, 3.77 mmol) and LiHMDS (11.0 mmol, 1M solution in THF). After normal workup, the pure objective compound (0.55 g, 42%) was obtained as yellow solid by a flash column chromatography (n-hexane:EtOAc=10:1): 1H NMR (200 MHz, CDCl3) δ 1.52 (s, 3H, CH3), 3.67 (s, 3H, CO2CH3), 6.89 (d, J=8.9 Hz, 2H, ArH), 6.99-7.08 (m, 3H, ArH), 7.23... The product is ClC1=C2C(C(C(NC2=CC(=C1)Cl)=O)(C)C1=CC=C(C=C1)OC)=O (5,7-dichloro-3-(4-methoxy-phenyl)-3-methyl-1H-quinoline-2,4-dione). RXN SMILES: C[O:2][C:3](=O)[C:4]1[C:9]([Cl:10])=[CH:8][C:7]([Cl:11])=[CH:6][C:5]=1[NH:12][C:13](=[O:24])[CH:14]([C:16]1[CH:21]=[CH:20][C:19]([O:22][CH3:23])=[CH:18][CH:17]=1)[CH3:15].[Li+].C[Si]([N-][Si](C)(C)C)(C)C.CCCCCC>CCOC(C)=O>[Cl:10][C:9]1[CH:8]=[C:7]([Cl:11])[CH:6]=[C:5]2[C:4]=1[C:3](=[O:2])[C:14]([C:16]1[CH:21]=[CH:20][C:19]([O:22][CH3:23])=[CH:18][CH:17]=1)([CH3:15])[C:13](=[O:24])[NH:12]2 |f:1.2|. Reactants: C(#N)[BH3-].[Na+] (sodium cyanoborohydride), C(C)(=O)O (acetic acid), C=O (formalin), CN1CC=2C(=CC=C3CCNC23)C(C1)C1=C(C=CC=C1)F (8-methyl-6-(fluorophenyl)-2,3,6,7,8,9-hexahydro-1H-pyrido[4,3-g]indole). Run in CO (MeOH). Product: CN1CCC2=CC=C3C(=C12)CN(CC3C3=C(C=CC=C3)F)C (1,8-Dimethyl-6-(fluorophenyl)-2,3,6,7,8,9-hexahydro-1H-pyrido[4,3-g]indole). As a reaction SMILES: [CH3:1][N:2]1[CH2:14][CH:13]([C:15]2[CH:20]=[CH:19][CH:18]=[CH:17][C:16]=2[F:21])[C:5]2=[CH:6][CH:7]=[C:8]3[C:12]([NH:11][CH2:10][CH2:9]3)=[C:4]2[CH2:3]1.[C:22](O)(=O)C.C=O.C([BH3-])#N.[Na+]>CO>[CH3:22][N:11]1[C:12]2[C:8](=[CH:7][CH:6]=[C:5]3[CH:13]([C:15]4[CH:20]=[CH:19][CH:18]=[CH:17][C:16]=4[F:21])[CH2:14][N:2]([CH3:1])[CH2:3][C:4]3=2)[CH2:9][CH2:10]1 |f:3.4|. Procedure: 2.3 g (0.00814 mol) of 8-methyl-6-(fluorophenyl)-2,3,6,7,8,9-hexahydro-1H-pyrido[4,3-g]indole are dissolved in 20 ml of MeOH, and 0.977 g (0.0163 mol) of acetic acid and 0.791 ml (0.00976 mol) of formalin are added at room temperature, with stirring. The reaction mixture is subsequently stirred for 1 hour and 1.53 g (0.0244 mol) of sodium cyanoborohydride are then added in several portions. In order to bring the reaction to completion, the mixture is subsequently stirred at room temperature for ... RXN SMILES: [CH3:20][S:21]([CH3:22])=[O:23].[Cl:13][CH2:14][CH2:15][O:16][CH2:17][CH2:18][Cl:19].[Cl:1][c:2]1[cH:3][cH:4][c:5]([CH2:8][C:9]#[N:10])[cH:6][cH:7]1.[ClH:25].[H-:12].[Na+:11].[OH2:24]>>[Cl:1][c:2]1[cH:3][cH:4][c:5]([C:8]2([C:9]#[N:10])[CH2:14][CH2:15][O:16][CH2:17][CH2:18]2)[cH:6][cH:7]1. Starting materials: CS(C)=O, ClCCOCCCl, N#CCc1ccc(Cl)cc1, Cl, [H-], [Na+], O. The product is N#CC1(c2ccc(Cl)cc2)CCOCC1. The reactants are C(C)(C)(C)OC(=O)N1CCC(CC1)C=O (4-formyl-piperidine-1-carboxylic acid tert-butyl ester), [NH4+].[Cl-] (NH4Cl), BrC1=CC=C(C=C1)C(F)(F)F (1-bromo-4-trifluoromethylbenzene), [Li]CCCC (n-BuLi), CN(C)CCN(C)C (TMEDA). The solvent is C1CCOC1 (THF). Conditions: temperature -78 celsius, time 1 hour. The product is C(C)(C)(C)OC(=O)N1CCC(CC1)C(C1=CC=C(C=C1)C(F)(F)F)O (4-[hydroxy-(4-trifluoromethylphenyl)-methyl]-piperidine-1-carboxylic acid tert-butyl ester). Yield: 66.1%. Reaction SMILES: Br[C:2]1[CH:7]=[CH:6][C:5]([C:8]([F:11])([F:10])[F:9])=[CH:4][CH:3]=1.[Li]CCCC.CN(CCN(C)C)C.[C:25]([O:29][C:30]([N:32]1[CH2:37][CH2:36][CH:35]([CH:38]=[O:39])[CH2:34][CH2:33]1)=[O:31])([CH3:28])([CH3:27])[CH3:26].[NH4+].[Cl-]>C1COCC1>[C:25]([O:29][C:30]([N:32]1[CH2:37][CH2:36][CH:35]([CH:38]([OH:39])[C:2]2[CH:7]=[CH:6][C:5]([C:8]([F:11])([F:10])[F:9])=[CH:4][CH:3]=2)[CH2:34][CH2:33]1)=[O:31])([CH3:28])([CH3:27])[CH3:26] |f:4.5|. Procedure: To a −78° C. solution of 1-bromo-4-trifluoromethylbenzene (32.9 g, 146 mmol) in anhydrous THF (500 mL) was added n-BuLi (2.5M in Hexanes, 63.4 mL, 158 mmol) dropwise. The mixture was stirred at −78° C. for 1 hour. TMEDA (22.1 mL, 146 mmol) was added followed by 4-formyl-piperidine-1-carboxylic acid tert-butyl ester (26.0 g, 122 mmol) and the mixture was stirred at −78° C. for 1.5 hours. Saturated aqueous NH4Cl (5000 mL) was added and the mixture was warmed to room temperature. The phases were se... Reactants: BrC1=C(C(=O)O)C=CC(=C1)F (2-bromo-4-fluorobenzoic acid), solution, C(C(=O)Cl)(=O)Cl (oxalyl chloride). Reagents/catalysts: CN(C=O)C (dimethylformamide). Solvent: ClCCl (dichloromethane), ClCCl (dichloromethane). Yields the product BrC1=C(C(=O)Cl)C=CC(=C1)F (2-Bromo-4-fluorobenzoyl chloride). As a reaction SMILES: [Br:1][C:2]1[CH:10]=[C:9]([F:11])[CH:8]=[CH:7][C:3]=1[C:4](O)=[O:5].C(Cl)(=O)C([Cl:15])=O>ClCCl.CN(C)C=O>[Br:1][C:2]1[CH:10]=[C:9]([F:11])[CH:8]=[CH:7][C:3]=1[C:4]([Cl:15])=[O:5]. Procedure: A suspension of 2-bromo-4-fluorobenzoic acid (6.87 g, 31.37 mmol) in dichloromethane (70 mL) containing a few drops of dimethylformamide was treated dropwise under nitrogen with a 2M solution of oxalyl chloride in dichloromethane (1.16 equivalents). After gas evolution subsided, the reaction mixture was refluxed for an additional 25 minutes and then the solution was evaporated to dryness in vacuo. The crude acid chloride was used as such in the next step. Reactants: C(C)N(C(C)C)C(C)C (N-ethyldiisopropylamine), C(C=C)Br (allyl bromide), NCC1=NN=C(O1)C=1N=CN2C1[C@H]1N(C(C3=C2C=CS3)=O)CC1 ((S)-1-(5-aminomethyl-1,3,4-oxadiazol-2-yl)-11,11a-dihydro-8H,10H-azeto[1,2-a]imidazo[5,1-c]thieno[3,2-e][1,4]diazepin-8-one). Run in C(Cl)Cl (methylene chloride), C(Cl)Cl (methylene chloride). Reaction conditions: time 12 hour. Yields the product C(C=C)N(CC=C)CC1=NN=C(O1)C=1N=CN2C1[C@H]1N(C(C3=C2C=CS3)=O)CC1 ((S)-1-[5-diallylaminomethyl-1,3,4-oxadiazol-2-yl]-11,11a-dihydro-8H, 10H-azeto[1,2-a]imidazo[5,1-c]thieno[3,2-e][1,4]diazepin-8-one). Isolated yield 76.7%. Reaction SMILES: C(N(C(C)C)[CH:4]([CH3:6])[CH3:5])C.[CH2:10](Br)[CH:11]=[CH2:12].[NH2:14][CH2:15][C:16]1[O:20][C:19]([C:21]2[N:22]=[CH:23][N:24]3[C:30]4[CH:31]=[CH:32][S:33][C:29]=4[C:28](=[O:34])[N:27]4[CH2:35][CH2:36][C@H:26]4[C:25]=23)=[N:18][N:17]=1>C(Cl)Cl>[CH2:10]([N:14]([CH2:15][C:16]1[O:20][C:19]([C:21]2[N:22]=[CH:23][N:24]3[C:30]4[CH:31]=[CH:32][S:33][C:29]=4[C:28](=[O:34])[N:27]4[CH2:35][CH2:36][C@H:26]4[C:25]=23)=[N:18][N:17]=1)[CH2:6][CH:4]=[CH2:5])[CH:11]=[CH2:12]. Procedure details: 2 ml (11.5 mmol) of N-ethyldiisopropylamine and 0.97 ml (8 mmol) of allyl bromide were added to a solution of 0.500 g (1.52 mmol) of (S)-1-(5-aminomethyl-1,3,4-oxadiazol-2-yl)-11,11a-dihydro-8H,10H-azeto[1,2-a]imidazo[5,1-c]thieno[3,2-e][1,4]diazepin-8-one in 30 ml of methylene chloride, whereupon the mixture was stirred at 70° for 12 hours. The reaction solution was diluted with methylene chloride and washed with 2N sodium carbonate solution. The aqueous phase was washed twice with methylene ch...